From a dataset of the Open Reaction Database (ORD), a public repository of structured organic reaction records. describe an organic reaction: reactants, conditions, products, and yield Reactants: ClC=1C(=NOC1C(F)(F)F)C1=C(C=C(C=C1)OC(C)(C)C)F (4-chloro-3-[2-fluoro-4-(1,1-dimethylethoxy)phenyl]-5-trifluoromethylisoxazole), B(Br)(Br)Br (boron tribromide). Solvent: C(Cl)Cl (methylene chloride). The product is FC=1C=C(C=CC1C1=NOC(=C1Cl)C(F)(F)F)O (3-fluoro-4-(4-chloro-5-trifluoromethyl-isoxazol-3-yl)phenol). RXN SMILES: [Cl:1][C:2]1[C:3]([C:11]2[CH:16]=[CH:15][C:14]([O:17]C(C)(C)C)=[CH:13][C:12]=2[F:22])=[N:4][O:5][C:6]=1[C:7]([F:10])([F:9])[F:8].B(Br)(Br)Br>C(Cl)Cl>[F:22][C:12]1[CH:13]=[C:14]([OH:17])[CH:15]=[CH:16][C:11]=1[C:3]1[C:2]([Cl:1])=[C:6]([C:7]([F:8])([F:9])[F:10])[O:5][N:4]=1. Reported procedure: This compound is prepared in a manner analogous to that of Step H of Example 1, using 3.2 grams (0.010 mole) of 4-chloro-3-[2-fluoro-4-(1,1-dimethylethoxy)phenyl]-5-trifluoromethylisoxazole and 20 mL (0.020 mole) of 1M boron tribromide (in methylene chloride) in 50 mL of methylene chloride, yielding 3-fluoro-4-(4-chloro-5-trifluoromethyl-isoxazol-3-yl)phenol. Reactants: O=C(OCCCCCl)Oc1c(F)c(F)c(F)c(F)c1F, CC#N, [I-], [Na+]. Yields the product O=C(OCCCCI)Oc1c(F)c(F)c(F)c(F)c1F. As a reaction SMILES: [C:1]([O:2][CH2:3][CH2:4][CH2:5][CH2:6][Cl:7])([O:8][c:9]1[c:10]([F:19])[c:11]([F:18])[c:12]([F:17])[c:13]([F:16])[c:14]1[F:15])=[O:20].[CH3:23][C:24]#[N:25].[I-:21].[Na+:22]>>[C:1]([O:2][CH2:3][CH2:4][CH2:5][CH2:6][I:21])([O:8][c:9]1[c:10]([F:19])[c:11]([F:18])[c:12]([F:17])[c:13]([F:16])[c:14]1[F:15])=[O:20]. Reactants: CS(C)=O, CSCc1cccc2c(C(CCOS(C)(=O)=O)(c3ccc(Cl)cc3)C3CC3)c[nH]c12, N#C[K], O. Product: CSCc1cccc2c(C(CCC#N)(c3ccc(Cl)cc3)C3CC3)c[nH]c12. As a reaction SMILES: [CH3:35][S:36]([CH3:37])=[O:38].[CH3:4][S:5]([O:6][CH2:9][CH2:10][C:11]([c:12]1[cH:13][nH:14][c:15]2[c:16]([CH2:21][S:22][CH3:23])[cH:17][cH:18][cH:19][c:20]12)([CH:24]1[CH2:25][CH2:26]1)[c:27]1[cH:28][cH:29][c:30]([Cl:33])[cH:31][cH:32]1)(=[O:7])=[O:8].[K:1][C:2]#[N:3].[OH2:34]>>[C:2](#[N:3])[CH2:9][CH2:10][C:11]([c:12]1[cH:13][nH:14][c:15]2[c:16]([CH2:21][S:22][CH3:23])[cH:17][cH:18][cH:19][c:20]12)([CH:24]1[CH2:25][CH2:26]1)[c:27]1[cH:28][cH:29][c:30]([Cl:33])[cH:31][cH:32]1. Reactants: ClC1=CC=C(CNC(=O)C=2C=NC3=C(C=C(C=C3C2O)C#CCOC)F)C=C1 (N-(4-Chlorobenzyl)-8-fluoro-4-hydroxy-6-(3-methoxy-1-propynyl)-3-quinolinecarboxamide), C#C (acetylene), CO (MeOH). Reagents/catalysts: [Pd] (Pd/C). Solvent: C(Cl)Cl (CH2Cl2). Run at time 1 hour. The product is ClC1=CC=C(CNC(=O)C=2C=NC3=C(C=C(C=C3C2O)CCCOC)F)C=C1 (N-(4-Chlorobenzyl)-8-fluoro-4-hydroxy-6-(3-methoxypropyl)-3-quinolinecarboxamide). Yield: 28.0%. As a reaction SMILES: [Cl:1][C:2]1[CH:28]=[CH:27][C:5]([CH2:6][NH:7][C:8]([C:10]2[CH:11]=[N:12][C:13]3[C:18]([C:19]=2[OH:20])=[CH:17][C:16]([C:21]#[C:22][CH2:23][O:24][CH3:25])=[CH:15][C:14]=3[F:26])=[O:9])=[CH:4][CH:3]=1.CO.C#C>C(Cl)Cl.[Pd]>[Cl:1][C:2]1[CH:3]=[CH:4][C:5]([CH2:6][NH:7][C:8]([C:10]2[CH:11]=[N:12][C:13]3[C:18]([C:19]=2[OH:20])=[CH:17][C:16]([CH2:21][CH2:22][CH2:23][O:24][CH3:25])=[CH:15][C:14]=3[F:26])=[O:9])=[CH:27][CH:28]=1. Procedure: A mixture of the title compound of Example 95 (0.113 g) and Pd/C (10%, 22.6 mg) is dissolved in 3:1 CH2Cl2 :MeOH. The reaction mixture is placed under the Parr hydrogenator at 25 psi H2 and monitored with the OAMS for complete reduction of the acetylene. The reaction is complete in 1 hr and is filtered over celite. The filtrate is condensed to obtain a white solid. The product is recrystallized with EtOAc/hexanes to yield 32.0 mg of the desired product. Reactants: C1(CC1)C1=CC(=C(C(=O)OC)C=C1I)CC (methyl 4-cyclopropyl-2-ethyl-5-iodobenzoate), C1(CC1)C1=CC(=C(C(=O)OC)C=C1I)CC (methyl 4-cyclopropyl-2-ethyl-5-iodobenzoate), [OH-].[Na+] (sodium hydroxide). Solvent: CO (methanol). Reaction conditions: temperature 60 celsius, time 15 hour. Yields the product C1(CC1)C1=CC(=C(C(=O)O)C=C1I)CC (4-cyclopropyl-2-ethyl-5-iodobenzoic acid). Isolated yield 91.9%. RXN SMILES: [CH:1]1([C:4]2[C:13]([I:14])=[CH:12][C:7]([C:8]([O:10]C)=[O:9])=[C:6]([CH2:15][CH3:16])[CH:5]=2)[CH2:3][CH2:2]1.[OH-].[Na+]>CO>[CH:1]1([C:4]2[C:13]([I:14])=[CH:12][C:7]([C:8]([OH:10])=[O:9])=[C:6]([CH2:15][CH3:16])[CH:5]=2)[CH2:2][CH2:3]1 |f:1.2|. Procedure: To a solution of methyl 4-cyclopropyl-2-ethyl-5-iodobenzoate (compound 226.4, 2.50 g, 7.57 mmol, 1.00 equiv) in methanol (40 mL) was added aqueous sodium hydroxide (3.10 g, 77.5 mmol, 10.0 equiv, in 10 mL water). The resulting mixture was stirred for 15 h at 60° C. in an oil bath. After cooling to ambient temperature, the organic solvent was removed under reduced pressure and pH of the remaining aqueous layer was adjusted to 4 with hydrogen chloride (aq, 1 M). The solids were collected by filtra...